Dataset: the Open Reaction Database (ORD), a public repository of structured organic reaction records. Task: describe an organic reaction: reactants, conditions, products, and yield Reactants: OC(C[C@@]1(CCN(C(O1)=O)[C@@H](C)C1=CC=C(C=C1)B1OC(C(O1)(C)C)(C)C)C1=CC=CC=C1)(C)C ((S)-6-(2-hydroxy-2-methylpropyl)-6-phenyl-3-{(S)-1-[4-(4,4,5,5-tetramethyl-1,3,2-dioxaborolan-2-yl)phenyl]-ethyl}-1,3-oxazinan-2-one), BrC=1C=CC(=NC1)C1(CCCC1)C(=O)N (1-(5-bromo-pyridin-2-yl)-cyclopentanecarboxylic acid amide). The product is OC(C[C@@]1(CCN(C(O1)=O)[C@@H](C)C1=CC=C(C=C1)C=1C=CC(=NC1)C1(CCCC1)C(=O)N)C1=CC=CC=C1)(C)C (1-[5-(4-{(S)-1-[(S)-6-(2-Hydroxy-2-methyl-propyl)-2-oxo-6-phenyl-[1,3]oxazinan-3-yl]-ethyl}-phenyl)-pyridin-2-yl]-cyclopentanecarboxylic acid amide). Isolated yield 62.0%. As a reaction SMILES: [OH:1][C:2]([CH3:35])([CH3:34])[CH2:3][C@@:4]1([C:28]2[CH:33]=[CH:32][CH:31]=[CH:30][CH:29]=2)[O:9][C:8](=[O:10])[N:7]([C@H:11]([C:13]2[CH:18]=[CH:17][C:16](B3OC(C)(C)C(C)(C)O3)=[CH:15][CH:14]=2)[CH3:12])[CH2:6][CH2:5]1.Br[C:37]1[CH:38]=[CH:39][C:40]([C:43]2([C:48]([NH2:50])=[O:49])[CH2:47][CH2:46][CH2:45][CH2:44]2)=[N:41][CH:42]=1>>[OH:1][C:2]([CH3:34])([CH3:35])[CH2:3][C@@:4]1([C:28]2[CH:33]=[CH:32][CH:31]=[CH:30][CH:29]=2)[O:9][C:8](=[O:10])[N:7]([C@H:11]([C:13]2[CH:14]=[CH:15][C:16]([C:37]3[CH:38]=[CH:39][C:40]([C:43]4([C:48]([NH2:50])=[O:49])[CH2:47][CH2:46][CH2:45][CH2:44]4)=[N:41][CH:42]=3)=[CH:17][CH:18]=2)[CH3:12])[CH2:6][CH2:5]1. Procedure: The title compound was prepared from (S)-6-(2-hydroxy-2-methylpropyl)-6-phenyl-3-{(S)-1-[4-(4,4,5,5-tetramethyl-1,3,2-dioxaborolan-2-yl)phenyl]-ethyl}-1,3-oxazinan-2-one and 1-(5-bromo-pyridin-2-yl)-cyclopentanecarboxylic acid amide following a procedure analogous to that described in Example 1. Yield: 62% of theory; LC (method 2): tR=2.02 min; Mass spectrum (ESI+): m/z=542 [M+H]+.